This data is from the Open Reaction Database (ORD), a public repository of structured organic reaction records. The task is: describe an organic reaction: reactants, conditions, products, and yield The reactants are [OH-].[K+] (KOH), SC=1NC2=C(N1)C=CC=C2 (2-mercaptobenzimidazole), ClC(C1=NCCC2=CC(=C(C=C12)OCC(F)(F)F)OC)Cl (1-dichloromethyl-6-methoxy-7-(2,2,2-trifluoroethoxy)-3,4-dihydroisoquinoline). The solvent is CCO (EtOH), C(Cl)Cl (CH2Cl2). Run at time 30 minute. Product: COC=1C=C2C=CN=C(C2=CC1OCC(F)(F)F)CSC=1NC2=C(N1)C=CC=C2 (2-{[6-methoxy-7-(2,2,2-trifluoroethoxy)isoquinolin-1-yl]methylthio}-benzimidazole). The yield is 60.4%. Reaction SMILES: [OH-].[K+].[SH:3][C:4]1[NH:5][C:6]2[CH:12]=[CH:11][CH:10]=[CH:9][C:7]=2[N:8]=1.Cl[CH:14](Cl)[C:15]1[C:24]2[C:19](=[CH:20][C:21]([O:31][CH3:32])=[C:22]([O:25][CH2:26][C:27]([F:30])([F:29])[F:28])[CH:23]=2)[CH2:18][CH2:17][N:16]=1>CCO.C(Cl)Cl>[CH3:32][O:31][C:21]1[CH:20]=[C:19]2[C:24](=[CH:23][C:22]=1[O:25][CH2:26][C:27]([F:30])([F:28])[F:29])[C:15]([CH2:14][S:3][C:4]1[NH:5][C:6]3[CH:12]=[CH:11][CH:10]=[CH:9][C:7]=3[N:8]=1)=[N:16][CH:17]=[CH:18]2 |f:0.1|. Procedure: To a solution of 514.8 mg of 86% KOH (7.87 mmol) in 20 ml of 99% EtOH were added 434.1 mg of 2-mercaptobenzimidazole (II-1) (2.89 mmol) and 900.1 mg of 1-dichloromethyl-6-methoxy-7-(2,2,2-trifluoroethoxy)-3,4-dihydroisoquinoline (IV-1) (2.63 mmol) in order. After stirring for 30 min. at room temperature, the mixture was refluxed for 3 hr. and concentrated under reduced pressure. The residue was mixed with water and extracted with CHCl3. The objective compound existing as an insoluble material wa... The reactants are C(C)O (ethanol), C([O-])([O-])=O.[K+].[K+] (potassium carbonate), Cl.C(C1=CC=CC=C1)ON (O-benzylhydroxylamine hydrochloride), C(C1=CC=CC=C1)=O (benzaldehyde). Run in O (water). Yields the product C(C1=CC=CC=C1)ON=CC1=CC=CC=C1 (N-benzyloxybenzylideneamine). Yield: 112.9%. RXN SMILES: C(O)C.C(=O)([O-])[O-].[K+].[K+].Cl.[CH2:11]([O:18][NH2:19])[C:12]1[CH:17]=[CH:16][CH:15]=[CH:14][CH:13]=1.[CH:20](=O)[C:21]1[CH:26]=[CH:25][CH:24]=[CH:23][CH:22]=1>O>[CH2:11]([O:18][N:19]=[CH:20][C:21]1[CH:26]=[CH:25][CH:24]=[CH:23][CH:22]=1)[C:12]1[CH:17]=[CH:16][CH:15]=[CH:14][CH:13]=1 |f:1.2.3,4.5|. Reported procedure: To a mixture of ethanol (100 mL), potassium carbonate (8.98 g, 65 mmol), and O-benzylhydroxylamine hydrochloride (10.0 g, 62.7 mmol) was added benzaldehyde (6.65 g, 62.7 mmol). The mixture was refluxed for 5 hours, allowed to cool to room temperature, and diluted with water (500 mL). The aqueous solution was extracted with ethyl acetate (500 mL). The organic layer was washed with water, dried over magnesium sulfate, filtered, and concentrated by rotary evaporation to give the title compound as a...